From a dataset of the Open Reaction Database (ORD), a public repository of structured organic reaction records. describe an organic reaction: reactants, conditions, products, and yield Starting materials: CC(Cl)c1cccnc1, OC1=CN=C(N2CCCC2)N=C1. The reagents and catalysts are O=C([O-])[O-].[Cs+].[Cs+] (cesium carbonate), [I-].[K+] (potassium iodide). The solvent is CN(C)C=O (DMF), CN(C)C=O (dmf), CN(C)C=O (DMF). Conditions: temperature 70 celsius, time 16 hour. The product is CC(C7=CC=CN=C7)OC8=CN=C(N9CCCC9)N=C8. Reactants: CCN(CC)S(F)(F)F (DAST), FC1=CC=C(CCN2CCC(CC2)N2CCC3=CC=C(C=C23)CO)C=C1 (1-[1-(4-fluorophenethyl)piperidin-4-yl]-6-hydroxymethylindoline), [Cl-] (chloride), C([O-])(O)=O.[Na+] (sodium bicarbonate), resultant mixture. Run in C(C)(=O)OCC (ethyl acetate). The product is FC1=CC=C(CCN2CCC(CC2)N2CCC3=CC=C(C=C23)CCl)C=C1 (1-[1-(4-fluorophenethyl)piperdin-4-yl]-6chloromethylindoline). The yield is 30.0%. Reaction SMILES: CCN(S(F)(F)F)CC.[F:10][C:11]1[CH:35]=[CH:34][C:14]([CH2:15][CH2:16][N:17]2[CH2:22][CH2:21][CH:20]([N:23]3[C:31]4[C:26](=[CH:27][CH:28]=[C:29]([CH2:32]O)[CH:30]=4)[CH2:25][CH2:24]3)[CH2:19][CH2:18]2)=[CH:13][CH:12]=1.[Cl-:36].C(=O)(O)[O-].[Na+]>C(OCC)(=O)C>[F:10][C:11]1[CH:35]=[CH:34][C:14]([CH2:15][CH2:16][N:17]2[CH2:22][CH2:21][CH:20]([N:23]3[C:31]4[C:26](=[CH:27][CH:28]=[C:29]([CH2:32][Cl:36])[CH:30]=4)[CH2:25][CH2:24]3)[CH2:19][CH2:18]2)=[CH:13][CH:12]=1 |f:3.4|. Reported procedure: Diethylaminosulfatrifluoride (DAST, 160 mg) was added dropwise at −78° C. into a solution of 1-[1-(4-fluorophenethyl)piperidin-4-yl]-6-hydroxymethylindoline (300 mg) inmethylene chloride (10 ml) and the resultant mixture was stirred for 1 hr. Then a saturated aqueous solution of sodium bicarbonate and ethyl acetate were added thereto and the layers were separated. The organic layer was dried over anhydrous magnesium sulfate and the obtained residue was purified by NH-silica gel column chromatogr... The reactants are N1=CN=CC(=C1)CO (pyrimidin-5-yl-methanol), CS(=O)(=O)Cl (MsCl). Reagents/catalysts: CN(C)C=1C=CN=CC1 (DMAP). The solvent is CCN(CC)CC (NEt3). Run at time 3 hour. The product is N1=CN=CC(=C1)COS(=O)(=O)C (Methanesulfonic acid pyrimidin-5-ylmethyl ester). The yield is 40.0%. RXN SMILES: [N:1]1[CH:6]=[C:5]([CH2:7][OH:8])[CH:4]=[N:3][CH:2]=1.[CH3:9][S:10](Cl)(=[O:12])=[O:11]>CN(C1C=CN=CC=1)C.CCN(CC)CC>[N:1]1[CH:6]=[C:5]([CH2:7][O:8][S:10]([CH3:9])(=[O:12])=[O:11])[CH:4]=[N:3][CH:2]=1. Reported procedure: To a mixture of pyrimidin-5-yl-methanol, DMAP and NEt3 was slowly added MsCl at 0° C. and the reaction mixture was stirred at room temperature for 3 h. The reaction mixture was extracted with water and dichloromethane. The organic phase was dried on Na2SO4, filtered and the solvent was evaporated. Silica gel column chromatography (Ethyl acetate/hexane 1:1) gave the title compound in 40% yield. The reactants are COc1ccc(-c2nc(Sc3ccccc3F)[nH]c2-c2ccc(OC)cc2)cc1, ClCCl, O=C(OO)c1cccc(Cl)c1. Product: COc1ccc(-c2nc(S(=O)c3ccccc3F)[nH]c2-c2ccc(OC)cc2)cc1. Reaction SMILES: [CH3:12][O:13][c:14]1[cH:15][cH:16][c:17](-[c:20]2[n:21][c:22]([S:33][c:34]3[c:35]([F:40])[cH:36][cH:37][cH:38][cH:39]3)[nH:23][c:24]2-[c:25]2[cH:26][cH:27][c:28]([O:31][CH3:32])[cH:29][cH:30]2)[cH:18][cH:19]1.[Cl:41][CH2:42][Cl:43].[OH:1][O:2][C:3]([c:4]1[cH:5][c:6]([Cl:7])[cH:8][cH:9][cH:10]1)=[O:11]>>[O:1]=[S:33]([c:22]1[n:21][c:20](-[c:17]2[cH:16][cH:15][c:14]([O:13][CH3:12])[cH:19][cH:18]2)[c:24](-[c:25]2[cH:26][cH:27][c:28]([O:31][CH3:32])[cH:29][cH:30]2)[nH:23]1)[c:34]1[c:35]([F:40])[cH:36][cH:37][cH:38][cH:39]1. The reactants are C(C)(=O)OC1=CC=C(CN2C(=O)CCC3=CC(=CC=C23)N2CCN(CC2)C(C2=CC(=C(C=C2)OC)OC)=O)C=C1 (1-(4-Acetoxybenzyl)-6-[4-(3,4-dimethoxybenzoyl)-1-piperazinyl]-3,4-dihydrocarbostyril), C([O-])([O-])=O.[K+].[K+] (potassium carbonate). Solvent: CO (methanol), O (water), O (water). Reaction conditions: time 30 minute. The product is OC1=CC=C(CN2C(=O)CCC3=CC(=CC=C23)N2CCN(CC2)C(C2=CC(=C(C=C2)OC)OC)=O)C=C1 (1-(4-hydroxybenzyl)-6-[4-(3,4-dimethoxybenzoyl)-1-piperazinyl]-3,4-dihydrocarbostyril). Isolated yield 51.5%. As a reaction SMILES: C([O:4][C:5]1[CH:40]=[CH:39][C:8]([CH2:9][N:10]2[C:20]3[C:15](=[CH:16][C:17]([N:21]4[CH2:26][CH2:25][N:24]([C:27](=[O:38])[C:28]5[CH:33]=[CH:32][C:31]([O:34][CH3:35])=[C:30]([O:36][CH3:37])[CH:29]=5)[CH2:23][CH2:22]4)=[CH:18][CH:19]=3)[CH2:14][CH2:13][C:11]2=[O:12])=[CH:7][CH:6]=1)(=O)C.C(=O)([O-])[O-].[K+].[K+]>CO.O>[OH:4][C:5]1[CH:40]=[CH:39][C:8]([CH2:9][N:10]2[C:20]3[C:15](=[CH:16][C:17]([N:21]4[CH2:22][CH2:23][N:24]([C:27](=[O:38])[C:28]5[CH:33]=[CH:32][C:31]([O:34][CH3:35])=[C:30]([O:36][CH3:37])[CH:29]=5)[CH2:25][CH2:26]4)=[CH:18][CH:19]=3)[CH2:14][CH2:13][C:11]2=[O:12])=[CH:7][CH:6]=1 |f:1.2.3|. Procedure: 1-(4-Acetoxybenzyl)-6-[4-(3,4-dimethoxybenzoyl)-1-piperazinyl]-3,4-dihydrocarbostyril (2 g) was dissolved in methanol (20 ml). To the solution was added a solution of potassium carbonate (1.53 g) in water (20 ml) and the mixture was stirred at room temperature for 30 minutes. After completion of reaction, the reaction mixture was poured into water and extracted with chloroform. The extract was washed with saturated saline solution, dried over magnesium sulfate and evaporated under reduced pressu... Reactants: COC(=O)C1CN(c2ccc3c(c2)sc(=O)n3C(C)C)C(=O)O1, CN, CO. As a reaction SMILES: [CH3:1][O:2][C:3](=[O:4])[CH:5]1[CH2:6][N:7]([c:11]2[cH:12][c:13]3[c:14]([n:15]([CH:19]([CH3:20])[CH3:21])[c:16](=[O:18])[s:17]3)[cH:22][cH:23]2)[C:8](=[O:10])[O:9]1.[CH3:24][NH2:25].[CH3:26][OH:27]>>[O:2]=[C:3]([CH:5]1[CH2:6][N:7]([c:11]2[cH:12][c:13]3[c:14]([n:15]([CH:19]([CH3:20])[CH3:21])[c:16](=[O:18])[s:17]3)[cH:22][cH:23]2)[C:8](=[O:10])[O:9]1)[NH:25][CH3:24]. The product is CNC(=O)C1CN(c2ccc3c(c2)sc(=O)n3C(C)C)C(=O)O1. The reactants are Fc1cc(Br)ccc1CBr, [C-]#N, [K+], CN(C)C=O, O. Yields the product N#CCc1ccc(Br)cc1F. RXN SMILES: [Br:1][c:2]1[cH:3][c:4]([F:10])[c:5]([CH2:8][Br:9])[cH:6][cH:7]1.[C-:11]#[N:12].[K+:13].[O:14]=[CH:15][N:16]([CH3:17])[CH3:18].[OH2:19]>>[Br:1][c:2]1[cH:3][c:4]([F:10])[c:5]([CH2:8][C:11]#[N:12])[cH:6][cH:7]1.